Dataset: the Open Reaction Database (ORD), a public repository of structured organic reaction records. Task: describe an organic reaction: reactants, conditions, products, and yield The reactants are N(=O)[O-].[Na+] (sodium nitrite), NC1=CC=C(C(=O)[C@@H]2[C@@H](C2)C(=O)O)C=C1 (cis-2-(p-aminobenzoyl)-cyclopropanecarboxylic acid), C([O-])([O-])=O.[Na+].[Na+] (sodium carbonate), [Cu]C#N (copper-(I) cyanide), [C-]#N.[K+] (potassium cyanide). Run in C1(=CC=CC=C1)C (toluene), O (water), Cl (hydrochloric acid), O (water), O (water). Run at temperature 0 celsius, time 12 hour. Yields the product C(#N)C1=CC=C(C(=O)[C@@H]2[C@@H](C2)C(=O)O)C=C1 (cis-2-(p-cyanobenzoyl)-cyclopropanecarboxylic acid). Yield: 33.4%. As a reaction SMILES: N([O-])=O.[Na+].N[C:6]1[CH:19]=[CH:18][C:9]([C:10]([C@H:12]2[CH2:14][C@H:13]2[C:15]([OH:17])=[O:16])=[O:11])=[CH:8][CH:7]=1.C(=O)([O-])[O-].[Na+].[Na+].[Cu][C:27]#[N:28].[C-]#N.[K+]>O.Cl.C1(C)C=CC=CC=1>[C:27]([C:6]1[CH:19]=[CH:18][C:9]([C:10]([C@H:12]2[CH2:14][C@H:13]2[C:15]([OH:17])=[O:16])=[O:11])=[CH:8][CH:7]=1)#[N:28] |f:0.1,3.4.5,7.8|. Procedure details: A cold solution of 3.4 g (49.3 millimoles) of sodium nitrite in 25 ml of water is added to a solution of 10.0 g (48.7 millimoles) of cis-2-(p-aminobenzoyl)-cyclopropanecarboxylic acid (see Example 9a) in 37 ml of concentrated hydrochloric acid and 190 ml of water, whilst stirring at 0° C. The mixture is then stirred for a further 10 minutes, at 0°-5° C., after which it is neutralized with sodium carbonate at the same temperature. The solution obtained is added dropwise, whilst stirring, to a col... Starting materials: Oc1ccc(OCc2ccccc2)cc1, CN(C)C=O, CCOC(C)=O, Nc1ccc(Cl)c([N+](=O)[O-])c1, [K+], [OH-], O. Yields the product Nc1ccc(Oc2ccc(OCc3ccccc3)cc2)c([N+](=O)[O-])c1. Reaction SMILES: [CH2:12]([c:13]1[cH:14][cH:15][cH:16][cH:17][cH:18]1)[O:19][c:20]1[cH:21][cH:22][c:23]([OH:26])[cH:24][cH:25]1.[CH3:30][N:31]([CH3:32])[CH:33]=[O:34].[CH3:35][CH2:36][O:37][C:38](=[O:39])[CH3:40].[Cl:1][c:2]1[c:3]([N+:9](=[O:10])[O-:11])[cH:4][c:5]([NH2:6])[cH:7][cH:8]1.[K+:28].[OH-:27].[OH2:29]>>[c:2]1([O:26][c:23]2[cH:22][cH:21][c:20]([O:19][CH2:12][c:13]3[cH:14][cH:15][cH:16][cH:17][cH:18]3)[cH:25][cH:24]2)[c:3]([N+:9](=[O:10])[O-:11])[cH:4][c:5]([NH2:6])[cH:7][cH:8]1. Reactants: NCCCCCCN1CCC(CC1)C=1C=C(C=CC1)NC(C(C)C)=O (N-{3-[1-(6-aminohexyl)-4-piperidinyl]phenyl}-2-methylpropanamide), ClC1=C(SC=C1S(=O)(=O)C(C)C)C(=O)Cl (3-chloro-4-(isopropylsulfonyl)-2-thiophenecarbonyl chloride). Run in C1CCOC1 (THF). Product: ClC1=C(SC=C1S(=O)(=O)C(C)C)C(=O)NCCCCCCN1CCC(CC1)C1=CC(=CC=C1)NC(C(C)C)=O (3-CHLORO-N-(6-{4-[3-(ISOBUTYRYLAMINO)PHENYL]-1-PIPERIDINYL}HEXYL)-4-(ISOPROPYLSULFONYL)-2-THIOPHENECARBOXAMIDE). RXN SMILES: [NH2:1][CH2:2][CH2:3][CH2:4][CH2:5][CH2:6][CH2:7][N:8]1[CH2:13][CH2:12][CH:11]([C:14]2[CH:15]=[C:16]([NH:20][C:21](=[O:25])[CH:22]([CH3:24])[CH3:23])[CH:17]=[CH:18][CH:19]=2)[CH2:10][CH2:9]1.[Cl:26][C:27]1[C:31]([S:32]([CH:35]([CH3:37])[CH3:36])(=[O:34])=[O:33])=[CH:30][S:29][C:28]=1[C:38](Cl)=[O:39]>C1COCC1>[Cl:26][C:27]1[C:31]([S:32]([CH:35]([CH3:37])[CH3:36])(=[O:33])=[O:34])=[CH:30][S:29][C:28]=1[C:38]([NH:1][CH2:2][CH2:3][CH2:4][CH2:5][CH2:6][CH2:7][N:8]1[CH2:13][CH2:12][CH:11]([C:14]2[CH:19]=[CH:18][CH:17]=[C:16]([NH:20][C:21](=[O:25])[CH:22]([CH3:23])[CH3:24])[CH:15]=2)[CH2:10][CH2:9]1)=[O:39]. Reported procedure: Prepared by Procedure Q1 (THF) and Scheme AT using N-{3-[1-(6-aminohexyl)-4-piperidinyl]phenyl}-2-methylpropanamide and 3-chloro-4-(isopropylsulfonyl)-2-thiophenecarbonyl chloride: ESMS m/e: 596.2 (M+H)+. Reactants: CN(C)CC=1SC=C(N1)CSCCN (2-(2-dimethylaminomethyl-4-thiazolylmethylthio)ethylamine), [N+](=O)([O-])NC1=NC=C(C(N1)=O)CC=1C=NC(=CC1)OC (2-nitroamino-5-(6-methoxy-3-pyridylmethyl)-4-pyrimidone). Solvent: C(C)O (ethanol). Product: CN(C)CC=1SC=C(N1)CSCCNC1=NC=C(C(N1)=O)CC=1C=NC(=CC1)OC (2-[2-(2-dimethylaminomethyl-4-thiazolylmethylthio)ethyl]amino-5-(6-methoxy-3-pyridyl)methyl-4-pyrimidone). RXN SMILES: [CH3:1][N:2]([CH2:4][C:5]1[S:6][CH:7]=[C:8]([CH2:10][S:11][CH2:12][CH2:13][NH2:14])[N:9]=1)[CH3:3].[N+](N[C:19]1[NH:24][C:23](=[O:25])[C:22]([CH2:26][C:27]2[CH:28]=[N:29][C:30]([O:33][CH3:34])=[CH:31][CH:32]=2)=[CH:21][N:20]=1)([O-])=O>C(O)C>[CH3:3][N:2]([CH2:4][C:5]1[S:6][CH:7]=[C:8]([CH2:10][S:11][CH2:12][CH2:13][NH:14][C:19]2[NH:24][C:23](=[O:25])[C:22]([CH2:26][C:27]3[CH:28]=[N:29][C:30]([O:33][CH3:34])=[CH:31][CH:32]=3)=[CH:21][N:20]=2)[N:9]=1)[CH3:1]. Reported procedure: Following the procedure of Example 1, 1.29 g. of 2-(2-dimethylaminomethyl-4-thiazolylmethylthio)ethylamine and 1.54 g. of 2-nitroamino-5-(6-methoxy-3-pyridylmethyl)-4-pyrimidone were dissolved in 50 ml. of ethanol and the resulting solution heated at reflux temperature for about 1 week. The solvent was removed by evaporation and the residue purified by gradient elution chromatography (silica-ethanol/ethyl acetate/ammonium hydroxide). Fractions containing the desired pyrimidone were combined and ... Reactants: ClC1=NC=C(C2=C(C=CC=C12)C)C(=O)O (1-chloro-5-methylisoquinolin-4-carboxylic acid), C1(=CC=CC=C1)C1CNCCO1 (2-phenylmorpholine). Yields the product ClC1=NC=C(C2=C(C=CC=C12)C)C(=O)N1CC(OCC1)C1=CC=CC=C1 ((1-Chloro-5-methylisoquinolin-4-yl)(2-phenylmorpholino)methanone). Reaction SMILES: [Cl:1][C:2]1[C:11]2[C:6](=[C:7]([CH3:12])[CH:8]=[CH:9][CH:10]=2)[C:5]([C:13]([OH:15])=O)=[CH:4][N:3]=1.[C:16]1([CH:22]2[O:27][CH2:26][CH2:25][NH:24][CH2:23]2)[CH:21]=[CH:20][CH:19]=[CH:18][CH:17]=1>>[Cl:1][C:2]1[C:11]2[C:6](=[C:7]([CH3:12])[CH:8]=[CH:9][CH:10]=2)[C:5]([C:13]([N:24]2[CH2:25][CH2:26][O:27][CH:22]([C:16]3[CH:21]=[CH:20][CH:19]=[CH:18][CH:17]=3)[CH2:23]2)=[O:15])=[CH:4][N:3]=1. Procedure details: The title compound was prepared by using 1-chloro-5-methylisoquinolin-4-carboxylic acid (Intermediate-10) and 2-phenylmorpholine by following the similar procedure as described for intermediate-11a. The product is CC1(C(=O)C(Cc2ccc(Cl)cc2)n2cncn2)COCOC1. As a reaction SMILES: [CH3:1][C:2]1([C:8]([CH2:9][n:10]2[n:11][cH:12][n:13][cH:14]2)=[O:15])[CH2:3][O:4][CH2:5][O:6][CH2:7]1.[CH3:28][N:29]([CH3:30])[CH:31]=[O:32].[Cl:18][c:19]1[cH:20][cH:21][c:22]([CH2:23][Cl:24])[cH:25][cH:26]1.[H-:16].[Na+:17].[OH2:27]>>[CH3:1][C:2]1([C:8]([CH:9]([n:10]2[n:11][cH:12][n:13][cH:14]2)[CH2:23][c:22]2[cH:21][cH:20][c:19]([Cl:18])[cH:26][cH:25]2)=[O:15])[CH2:3][O:4][CH2:5][O:6][CH2:7]1. Reactants: CC1(C(=O)Cn2cncn2)COCOC1, CN(C)C=O, ClCc1ccc(Cl)cc1, [H-], [Na+], O.